This data is from the Open Reaction Database (ORD), a public repository of structured organic reaction records. The task is: describe an organic reaction: reactants, conditions, products, and yield Reactants: CC(C)(C)OC(=O)N1CCC(O)C1, ClCc1ccncc1, Cl. Product: CC(C)(C)OC(=O)N1CCC(OCc2ccncc2)C1. RXN SMILES: [C:1]([CH3:2])([CH3:3])([CH3:4])[O:5][C:6](=[O:7])[N:8]1[CH2:9][CH:10]([OH:13])[CH2:11][CH2:12]1.[Cl:14][CH2:15][c:16]1[cH:17][cH:18][n:19][cH:20][cH:21]1.[ClH:22]>>[C:1]([CH3:2])([CH3:3])([CH3:4])[O:5][C:6](=[O:7])[N:8]1[CH2:9][CH:10]([O:13][CH2:15][c:16]2[cH:17][cH:18][n:19][cH:20][cH:21]2)[CH2:11][CH2:12]1. The reactants are solution, [F-].C(CCC)[N+](CCCC)(CCCC)CCCC (tetrabutylammonium fluoride), COC(C(COS(=O)(=O)C(F)(F)F)(C)C)=O (2,2-dimethyl-3-trifluoromethanesulfonyloxy-propionic acid methyl ester). Run in C1CCOC1 (THF), C1CCOC1 (THF). Reaction conditions: temperature 0 celsius, time 6 hour. Yields the product COC(C(CF)(C)C)=O (3-Fluoro-2,2-dimethyl-propionic acid methyl ester). Reaction SMILES: [F-:1].C([N+](CCCC)(CCCC)CCCC)CCC.[CH3:19][O:20][C:21](=[O:34])[C:22]([CH3:33])([CH3:32])[CH2:23]OS(C(F)(F)F)(=O)=O>C1COCC1>[CH3:19][O:20][C:21](=[O:34])[C:22]([CH3:33])([CH3:32])[CH2:23][F:1] |f:0.1|. Reported procedure: 27 mL of a 1 M solution of tetrabutylammonium fluoride in THF are added slowly and under ice cooling to a solution of 7.25 g (27.4 mmol) 2,2-dimethyl-3-trifluoromethanesulfonyloxy-propionic acid methyl ester in 150 mL of THF. The resulting solution is stirred 6 h at 0° C. and then 10 h at RT. The solvent is evaporated carefully and the residue partitioned between DCM and brine. The organic phase is washed with brine, dried with sodium sulfate and evaporated carefully. The brown oil is distilled ...